This data is from the Open Reaction Database (ORD), a public repository of structured organic reaction records. The task is: describe an organic reaction: reactants, conditions, products, and yield Starting materials: ClC1=NC=C(N=C1)Cl (2,5-dichloropyrazine), N1CCNCC1 (piperazine), CC(=O)C (acetone), Cl (HCl). The solvent is O (water), O (water). Yields the product ClC=1N=CC(=NC1)N1CCNCC1 (1-(5-Chloro-2-pyrazinyl)piperazine). The yield is 36.7%. RXN SMILES: Cl[C:2]1[CH:7]=[N:6][C:5]([Cl:8])=[CH:4][N:3]=1.[NH:9]1[CH2:14][CH2:13][NH:12][CH2:11][CH2:10]1.CC(C)=O.Cl>O>[Cl:8][C:5]1[N:6]=[CH:7][C:2]([N:9]2[CH2:14][CH2:13][NH:12][CH2:11][CH2:10]2)=[N:3][CH:4]=1. Reported procedure: A mixture of 2,5-dichloropyrazine (14.9 g, 0.1 mol), piperazine (50.5 g, 0.59 mol), acetone (22.5 ml), water (20 ml) and concentrated aqueous HCl (1.8 ml) was heated at reflux for 3 hr. The reaction mixture was cooled, diluted with water, filtered and the acetone was removed by distillation. The aqueous solution was then extracted thrice with chloroform. The combined extracts were washed twice with water, dried (Na2SO4) and evaporated to dryness to afford 7.3 g of solid, m.p. 98°-102°. J. K. Boi... The product is CCCCN1C=C(C)OC(C)C1. RXN SMILES: [CH2:1]([CH2:2][CH2:3][CH3:4])[N:5]([CH2:6][CH:7]([CH3:8])[OH:9])[CH2:10][CH:11]([CH3:12])[OH:13].[c:14]1([CH:15]=[CH:16][C:17](=[O:18])[CH3:19])[cH:20][cH:21][cH:22][cH:23][cH:24]1>>[CH2:1]([CH2:2][CH2:3][CH3:4])[N:5]1[CH:6]=[C:7]([CH3:8])[O:13][CH:11]([CH3:12])[CH2:10]1. Starting materials: CCCCN(CC(C)O)CC(C)O, CC(=O)C=Cc1ccccc1. Starting materials: C(C)OC(=O)C=1C=NC2=C(C=CC=C2C1NC1CCCC1)OC (4-cyclopentylamino-8-methoxy-quinoline-3-carboxylic acid ethyl ester), N(=C=O)C=1C(=NOC1C)C (4-isocyanato-3,5-dimethyl-isoxazole). The product is C1(CCCC1)N1C(N(C(C=2C=NC=3C(=CC=CC3C21)OC)=O)C=2C(=NOC2C)C)=O (1-Cyclopentyl-3-(3,5-dimethyl-isoxazol-4-yl)-7-methoxy-1H-pyrimido[5,4-c]quinoline-2,4-dione). Yield: 83.7%. Reaction SMILES: C(O[C:4]([C:6]1[CH:7]=[N:8][C:9]2[C:14]([C:15]=1[NH:16][CH:17]1[CH2:21][CH2:20][CH2:19][CH2:18]1)=[CH:13][CH:12]=[CH:11][C:10]=2[O:22][CH3:23])=[O:5])C.[N:24]([C:27]1[C:28]([CH3:33])=[N:29][O:30][C:31]=1[CH3:32])=[C:25]=[O:26]>>[CH:17]1([N:16]2[C:15]3[C:14]4[CH:13]=[CH:12][CH:11]=[C:10]([O:22][CH3:23])[C:9]=4[N:8]=[CH:7][C:6]=3[C:4](=[O:5])[N:24]([C:27]3[C:28]([CH3:33])=[N:29][O:30][C:31]=3[CH3:32])[C:25]2=[O:26])[CH2:21][CH2:20][CH2:19][CH2:18]1. Reported procedure: 1-Cyclopentyl-3-(3,5-dimethyl-isoxazol-4-yl)-7-methoxy-1H-pyrimido[5,4-c]quinoline-2,4-dione (17 mg) was prepared from 4-cyclopentylamino-8-methoxy-quinoline-3-carboxylic acid ethyl ester (0.1 mmol) and 4-isocyanato-3,5-dimethyl-isoxazole (0.05 mmol) following general procedure C. LCMS: m/z 407 [M+1]+. The reactants are IC=1C(=NC(=CC1)N)N (3-iodopyridine-2,6-diamine), C(C)(C)(C)P(C(C)(C)C)C(C)(C)C (tri-tert-butyl phosphine), FC=1C=CC(=C(C1)B(O)O)OCCC (5-fluoro-2-propoxyphenyl boronic acid), C([O-])([O-])=O.[Na+].[Na+] (sodium carbonate). The reagents and catalysts are C(C1=CC=CC=C1)=CC(=O)C=CC1=CC=CC=C1.C(C1=CC=CC=C1)=CC(=O)C=CC1=CC=CC=C1.[Pd] (Palladium (0) bis(dibenzylideneacetone)). Run in C(C)O (ethanol), O (water), CCCCCCC (heptane). Conditions: time 10 minute. The product is FC=1C=CC(=C(C1)C=1C(=NC(=CC1)N)N)OCCC (3-(5-Fluoro-2-propoxyphenyl)-pyridine-2,6-diamine). Yield: 35.5%. RXN SMILES: I[C:2]1[C:3]([NH2:9])=[N:4][C:5]([NH2:8])=[CH:6][CH:7]=1.[F:10][C:11]1[CH:12]=[CH:13][C:14]([O:20][CH2:21][CH2:22][CH3:23])=[C:15](B(O)O)[CH:16]=1.C(=O)([O-])[O-].[Na+].[Na+].C(P(C(C)(C)C)C(C)(C)C)(C)(C)C>C(O)C.O.C(=CC(C=CC1C=CC=CC=1)=O)C1C=CC=CC=1.C(=CC(C=CC1C=CC=CC=1)=O)C1C=CC=CC=1.[Pd].CCCCCCC>[F:10][C:11]1[CH:16]=[CH:15][C:14]([O:20][CH2:21][CH2:22][CH3:23])=[C:13]([C:2]2[C:3]([NH2:9])=[N:4][C:5]([NH2:8])=[CH:6][CH:7]=2)[CH:12]=1 |f:2.3.4,8.9.10|. Procedure details: To a suspension of 3-iodopyridine-2,6-diamine (Preparation 44, 1.5 g, 6.38 mmol) in ethanol (5 ml) and water (5 ml) was added 5-fluoro-2-propoxyphenyl boronic acid (1.6 g, 8.10 mmol) and sodium carbonate (744 mg, 7.02 mmol), then the slurry was stirred for 10 minutes at room temperature under nitrogen. Palladium (0) bis(dibenzylideneacetone) (0.088 g, 0.153 mmol) and tri-tert-butyl phosphine (1M solution in toluene, 1.28 ml, 1.28 mmol) were added and the reaction was heated at 80° C. for 6 hours...